This data is from the Open Reaction Database (ORD), a public repository of structured organic reaction records. The task is: describe an organic reaction: reactants, conditions, products, and yield Reactants: ( 2 ), ClC=1C=C2CCNC2=CC1 (5-chloro-indoline), C1(=C(C(=O)C(=C(C1=O)Cl)Cl)Cl)Cl (chloranil). Product: ClC=1C=C2C=CNC2=CC1 (5-chloro-indole). As a reaction SMILES: [Cl:1][C:2]1[CH:3]=[C:4]2[C:8](=[CH:9][CH:10]=1)[NH:7][CH2:6][CH2:5]2.C1(Cl)C(=O)C(Cl)=C(Cl)C(=O)C=1Cl>>[Cl:1][C:2]1[CH:3]=[C:4]2[C:8](=[CH:9][CH:10]=1)[NH:7][CH:6]=[CH:5]2. Procedure: Ikan et al. [Israel J. of Chemistry, Vol. 2 (1964), p. 37-42] and Terent'ev et al. [Proc. Acad. Sci. USSR, Vol. 118 (2) (1958), p. 49-52] describe the dehydration of 5-chloro-indoline with chloranil to obtain 5-chloro-indole but due to the expense of chloranil, the process is not commercially feasible. French Pat. No. 1,576,807, DOS No. 1,770,977, Chem. Abs., Vol. 72 (1970), p. 121360n and Bader et al. [J.A.C.S., Vol. 83 (1961), p. 3319] tried to avoid this difficulty with partial success by hea...